This data is from the Open Reaction Database (ORD), a public repository of structured organic reaction records. The task is: describe an organic reaction: reactants, conditions, products, and yield Starting materials: BrC1=NC(=CC=C1)S(=O)(=O)C (2-bromo-6-methanesulfonyl-pyridine), C(CCC)[Li] (n-Bu-Li), BrC1=CC(=C(S1)C1=C(N=C2N1N=C(C=C2C(CC)CC)C)C)C (3-(5-bromo-3-methyl-thiophen-2-yl)-8-(1-ethyl-propyl)-2,6-dimethyl-imidazo[1,2-b]pyridazine). The reagents and catalysts are [Cl-].[Cl-].[Zn+2] (ZnCl2), C1=CC=C(C=C1)P([C-]2C=CC=C2)C3=CC=CC=C3.C1=CC=C(C=C1)P([C-]2C=CC=C2)C3=CC=CC=C3.Cl[Pd]Cl.[Fe+2] (PdCl2(dppf)). Product: C(C)C(CC)C=1C=2N(N=C(C1)C)C(=C(N2)C)C=2SC(=CC2C)C2=NC(=CC=C2)S(=O)(=O)C (8-(1-ethyl-propyl)-3-[5-(6-methanesulfonyl-pyridin-2-yl)-3-methyl-thiophen-2-yl]-2,6-dimethyl-imidazo[1,2-b]pyridazine). Yield: 27.5%. RXN SMILES: Br[C:2]1[CH:7]=[CH:6][CH:5]=[C:4]([S:8]([CH3:11])(=[O:10])=[O:9])[N:3]=1.C([Li])CCC.Br[C:18]1[S:22][C:21]([C:23]2[N:27]3[N:28]=[C:29]([CH3:37])[CH:30]=[C:31]([CH:32]([CH2:35][CH3:36])[CH2:33][CH3:34])[C:26]3=[N:25][C:24]=2[CH3:38])=[C:20]([CH3:39])[CH:19]=1>[Cl-].[Cl-].[Zn+2].C1C=CC(P(C2C=CC=CC=2)[C-]2C=CC=C2)=CC=1.C1C=CC(P(C2C=CC=CC=2)[C-]2C=CC=C2)=CC=1.Cl[Pd]Cl.[Fe+2]>[CH2:33]([CH:32]([C:31]1[C:26]2[N:27]([C:23]([C:21]3[S:22][C:18]([C:2]4[CH:7]=[CH:6][CH:5]=[C:4]([S:8]([CH3:11])(=[O:10])=[O:9])[N:3]=4)=[CH:19][C:20]=3[CH3:39])=[C:24]([CH3:38])[N:25]=2)[N:28]=[C:29]([CH3:37])[CH:30]=1)[CH2:35][CH3:36])[CH3:34] |f:3.4.5,6.7.8.9|. Procedure details: Using a procedure similar to Example 25, 2-bromo-6-methanesulfonyl-pyridine (0.29 mL, 1.22 mmol), 1.3 M n-Bu-Li (0.82 mL, 1.07 mmol), ZnCl2 (2.14 mL, 1.07 mmol), 3-(5-bromo-3-methyl-thiophen-2-yl)-8-(1-ethyl-propyl)-2,6-dimethyl-imidazo[1,2-b]pyridazine (0.40 g, 1.02 mmol) and PdCl2(dppf) (0.037 g, 0.051 mmol) furnish the title compound (0.13 g, 0.28 mmol, 27%). 1H NMR (CDCl3), 60.88 (t, J=7.5 Hz, 6H), 1.75-1.93 (m, 4H), 2.18 (s, 3H), 2.50 (s, 3H), 2.52 (s, 3H), 3.30 (s, 3H), 3.30-3.38 (m, 1H), ... Product: C(CCCCCCC\C=C/CCCCCCCC)(=O)O (Oleic acid). The reagents and catalysts are CCCCCCCCCCCC[N+](C)(C)C.[Cl-] (Cation BB). Procedure: Examples of lubricating agents which can be used in the present invention are commercially available under the trade names of NAA-102, NAA-415, NAA-312, NAA-160, NAA-180, NAA-174, NAA-175, NAA-222, NAA-34, NAA-35, NAA-171, NAA-122, NAA-142, NAA-160, NAA-173K, Castor oil-cured fatty acid, NAA-42, NAA-44, Cation SA, Cation MA, Cation AB, Cation BB, Nymeen L-201, Nymeen L-202, Nymeen S-202, Nonion E-208, Nonion P-208, Nonion S-207, Nonion K-204, Nonion NS-202, Nonion NS-210, Nonion HS-206, Nonion L... Reactants: Castor oil, C(CCCCCCCCCCCCCCCCC)(=O)OCCCC (Butyl stearate), CCCCCCCCCCCCCCCCCCN(CCOCCO)CCOCCO (Nymeen S-202), C(CCCCCCCCCCC\C=C/CCCCCCCC)(=O)O (erucic acid), fatty acid, CCCCCCCCCCCCCCCCCC[N+](C)(C)C.[Cl-] (Cation AB), C(CCCCCCCCCCC)(=O)OCCCC (butyl laurate). As a reaction SMILES: CCCCCCCCCCCCCCCCCC[N+](C)(C)C.[Cl-].CCCCCCCCCCCCCCCCCCN(CCOCCO)CCOCCO.[C:55]([O:74]CCCC)(=[O:73])[CH2:56][CH2:57][CH2:58][CH2:59][CH2:60][CH2:61][CH2:62][CH2:63][CH2:64][CH2:65][CH2:66][CH2:67][CH2:68][CH2:69][CH2:70][CH2:71][CH3:72].C(OCCCC)(=O)CCCCCCCCCCC.C(O)(=O)CCCCCCCCCCC/C=C\CCCCCCCC>CCCCCCCCCCCC[N+](C)(C)C.[Cl-]>[C:55]([OH:74])(=[O:73])[CH2:56][CH2:57][CH2:58][CH2:59][CH2:60][CH2:61][CH2:62]/[CH:63]=[CH:64]\[CH2:65][CH2:66][CH2:67][CH2:68][CH2:69][CH2:70][CH2:71][CH3:72] |f:0.1,6.7|. Reactants: [Cl-].[NH4+] (ammonium chloride), FC(C(=O)C)(F)F (1,1,1-Trifluoroacetone), BrC1=CC=C(C=C1)OC (p-bromoanisole), [Mg] (magnesium). Solvent: CCOCC (ether), CCOCC (ether). Run at time 20 hour. Yields the product COC1=CC=C(C=C1)C(C)(O)C(F)(F)F (1-(4-methoxyphenyl)-1-trifluoromethylethanol). The yield is 94.2%. RXN SMILES: [F:1][C:2]([F:7])([F:6])[C:3]([CH3:5])=[O:4].Br[C:9]1[CH:14]=[CH:13][C:12]([O:15][CH3:16])=[CH:11][CH:10]=1.[Mg].[Cl-].[NH4+]>CCOCC>[CH3:16][O:15][C:12]1[CH:13]=[CH:14][C:9]([C:3]([C:2]([F:7])([F:6])[F:1])([OH:4])[CH3:5])=[CH:10][CH:11]=1 |f:3.4|. Reported procedure: 1,1,1-Trifluoroacetone (60.4 ml; 675 mmol) dissolved in absolute ether (80 ml) was added, dropwise, at 5° to 10° C. to an ethereal Grignard solution (prepared from p-bromoanisole (84.17 g; 450 mmol) and magnesium (10.9 g; 450 mmol) in ether (600 ml)) and the mixture stirred at room temperature for 20 hours. It was then added to saturated ammonium chloride solution, extracted with ether and the extract washed with water, dried over sodium sulphate and concentrated. The precipitate was filtered of...